This data is from the Open Reaction Database (ORD), a public repository of structured organic reaction records. The task is: describe an organic reaction: reactants, conditions, products, and yield Run in CO (MeOH). Starting materials: C1(CCCCC1)C[C@@H]([C@H]1OC1)NC(OC(C)(C)C)=O (tert-butyl (S)-2-cyclohexyl-1-((R)-oxiran-2-yl)ethylcarbamate), [OH-].[NH4+] (ammonium hydroxide). As a reaction SMILES: [CH:1]1([CH2:7][C@H:8]([NH:12][C:13](=[O:19])[O:14][C:15]([CH3:18])([CH3:17])[CH3:16])[C@@H:9]2[CH2:11][O:10]2)[CH2:6][CH2:5][CH2:4][CH2:3][CH2:2]1.[OH-].[NH4+:21]>CO>[NH2:21][CH2:11][C@H:9]([OH:10])[C@@H:8]([NH:12][C:13](=[O:19])[O:14][C:15]([CH3:18])([CH3:17])[CH3:16])[CH2:7][CH:1]1[CH2:6][CH2:5][CH2:4][CH2:3][CH2:2]1 |f:1.2|. Run at time 8 hour. Reported procedure: To a stirred solution of tert-butyl (S)-2-cyclohexyl-1-((R)-oxiran-2-yl)ethylcarbamate (0.20 g, 0.74 mmol) in MeOH (15 mL) at rt, ammonium hydroxide (5 mL) was added. The resulting clear solution was stirred at rt overnight, and completion of reaction was confirmed by LC-MS. Solvent was removed under vacuum to leave tert-butyl (2S,3S)-4-amino-1-cyclohexyl-3-hydroxybutan-2-ylcarbamate (0.21 g, quant.), which was used for the next step without purification; M/S m/z 287 (M+H+). Yields the product NC[C@@H]([C@H](CC1CCCCC1)NC(OC(C)(C)C)=O)O (tert-butyl (2S,3S)-4-amino-1-cyclohexyl-3-hydroxybutan-2-ylcarbamate). Reactants: [Cl-] (chloride), ClC=1C=C(C=CC1OCC1=CC=CC=C1)CC(=O)O (3-chloro-4-benzyloxyphenylacetic acid), CN(C)CCO (dimethylaminoethanol), [Cl-] (chloride), S(=O)(Cl)Cl (thionyl chloride). Run in C1=CC=CC=C1 (benzene), C1=CC=CC=C1 (benzene). Conditions: temperature 5 celsius, time 2 hour. The product is Cl.ClC=1C=C(C=CC1OCC1=CC=CC=C1)CC(=O)OCCN(C)C (β-dimethylaminoethyl 3-chloro-4-benzyloxyphenylacetate hydrochloride). The yield is 131.1%. RXN SMILES: [Cl:1][C:2]1[CH:3]=[C:4]([CH2:16][C:17]([OH:19])=[O:18])[CH:5]=[CH:6][C:7]=1[O:8][CH2:9][C:10]1[CH:15]=[CH:14][CH:13]=[CH:12][CH:11]=1.[Cl-].S(Cl)(Cl)=O.[CH3:25][N:26]([CH2:28][CH2:29]O)[CH3:27]>C1C=CC=CC=1>[ClH:1].[Cl:1][C:2]1[CH:3]=[C:4]([CH2:16][C:17]([O:19][CH2:29][CH2:28][N:26]([CH3:27])[CH3:25])=[O:18])[CH:5]=[CH:6][C:7]=1[O:8][CH2:9][C:10]1[CH:15]=[CH:14][CH:13]=[CH:12][CH:11]=1 |f:5.6|. Reported procedure: 6.15 grams of 3-chloro-4-benzyloxyphenylacetic acid was converted into the corresponding chloride by treatment with 15 ml of thionyl chloride in 50 ml of benzene. A solution comprising 1.85 grams of dimethylaminoethanol in 10 ml of benzene was slowly added at 20° C. to the chloride solution. The mixture was then permitted to stand for 2 hours at that temperature and then cooled to 5° C., so yielding a precipitate which was filtered and washed with benzene. Two crystallizations from ethylacetate-... The reactants are 1-Methyl-3-(8,9-oxidononyl)uracil, BrC(CCCC=C)CCC (6-bromo-1-nonene), O (water), [H-].[Na+] (Sodium hydride), CN1C(=O)NC(=O)C=C1 (1-methyluracil). The solvent is CS(=O)C (dimethyl sulfoxide). Reaction conditions: time 15 minute. The product is CN1C(=O)N(C(=O)C=C1)CCCCCCCC=C (1-methyl-3-(8-nonenyl)uracil). The yield is 92.9%. As a reaction SMILES: [H-].[Na+].[CH3:3][N:4]1[CH:11]=[CH:10][C:8](=[O:9])[NH:7][C:5]1=[O:6].Br[CH:13]([CH2:19][CH2:20][CH3:21])[CH2:14][CH2:15][CH2:16][CH:17]=[CH2:18].O>CS(C)=O>[CH3:3][N:4]1[CH:11]=[CH:10][C:8](=[O:9])[N:7]([CH2:21][CH2:20][CH2:19][CH2:13][CH2:14][CH2:15][CH2:16][CH:17]=[CH2:18])[C:5]1=[O:6] |f:0.1|. Procedure details: This example illustrates a synthesis of 1-Methyl-3-(8,9-oxidononyl)uracil (inventive compound no. 1804). Sodium hydride (365 mg, 16 mmol) was added to a stirring solution of 1-methyluracil (2.00 g, 16 mmol) in dimethyl sulfoxide (40 mL). After 15 minutes, 6-bromo-1-nonene (3.26 g, 16 mmol) was added and the mixture stirred for 3 days. The reaction was then poured into water (50 mL) and extracted with dichloromethane (3×60 mL). The combined organic layers were washed with water (50 mL), and aqueo... The reactants are CS(C)=O, CO[Si](C)(CCCO)OC, C#C, [K+], [OH-]. Yields the product C=COCCC[Si](C)(OC)OC. RXN SMILES: [CH3:15][S:16]([CH3:17])=[O:18].[CH3:1][Si:2]([CH2:3][CH2:4][CH2:5][OH:6])([O:7][CH3:8])[O:9][CH3:10].[CH:13]#[CH:14].[K+:12].[OH-:11]>>[CH3:1][Si:2]([CH2:3][CH2:4][CH2:5][O:6][CH:13]=[CH2:14])([O:7][CH3:8])[O:9][CH3:10]. Reactants: Cc1cccc(C)c1N, CCOC(C)=O, O=C(C(F)(F)F)C(F)(F)F, [Na+], [OH-], O, O, Cc1ccc(S(=O)(=O)O)cc1. Product: Cc1cc(C(O)(C(F)(F)F)C(F)(F)F)cc(C)c1N. Reaction SMILES: [CH3:1][c:2]1[cH:3][cH:4][cH:5][c:6]([CH3:7])[c:8]1[NH2:9].[CH3:35][CH2:36][O:37][C:38](=[O:39])[CH3:40].[F:11][C:12]([C:13](=[O:14])[C:15]([F:16])([F:17])[F:18])([F:19])[F:20].[Na+:34].[OH-:33].[OH2:10].[OH2:21].[c:22]1([CH3:23])[cH:24][cH:25][c:26]([S:27]([OH:28])(=[O:29])=[O:30])[cH:31][cH:32]1>>[CH3:1][c:2]1[cH:3][c:4]([C:13]([C:12]([F:11])([F:19])[F:20])([OH:14])[C:15]([F:16])([F:17])[F:18])[cH:5][c:6]([CH3:7])[c:8]1[NH2:9]. Starting materials: C(CCC)[Li] (butyllithium), Cl.CNCCC(C1=CC=CC=C1)C1=CC=CC=C1 (N-methyl-3,3-diphenyl-propylamine hydrochloride), S1(=O)(=O)OCCO1 (ethylene sulphate). Yields the product [Li+].S(=O)(=O)(OCCCCCC)[O-] (n-hexyl sulphate lithium salt), C1(CCCCC1)N (cyclohexylamine). Reaction SMILES: Cl.C[NH:3][CH2:4][CH2:5][CH:6](C1C=CC=CC=1)[C:7]1C=CC=[CH:9][CH:8]=1.[S:19]1([O:25][CH2:24][CH2:23][O:22]1)(=[O:21])=[O:20].[CH2:26]([Li:30])[CH2:27][CH2:28][CH3:29]>>[Li+:30].[S:19]([O-:25])([O:22][CH2:4][CH2:5][CH2:6][CH2:7][CH2:8][CH3:9])(=[O:21])=[O:20].[CH:24]1([NH2:3])[CH2:23][CH2:29][CH2:28][CH2:27][CH2:26]1 |f:0.1,4.5|. Procedure details: N-methyl-3,3-diphenyl-propylamine hydrochloride, m.p. 159°-61° C. By a procedure analogous to that given above ethylene sulphate is reacted with butyllithium to give n-hexyl sulphate lithium salt which with cyclohexylamine gives N-cyclohexyl-n-hexylamine (b.p. 66° C./0.6). Starting materials: COc1ccccc1C1(O)CCC(C)(CO)C2CN(Cc3ccccc3)CC21, CCO, [H][H], [OH-], [OH-], [Pd+2]. Yields the product COc1ccccc1C1(O)CCC(C)(CO)C2CNCC21. RXN SMILES: [CH2:1]([c:2]1[cH:3][cH:4][cH:5][cH:6][cH:7]1)[N:8]1[CH2:9][CH:10]2[C:11]([CH3:26])([CH2:27][OH:28])[CH2:12][CH2:13][C:14]([OH:17])([c:18]3[c:19]([O:24][CH3:25])[cH:20][cH:21][cH:22][cH:23]3)[CH:15]2[CH2:16]1.[CH3:34][CH2:35][OH:36].[H:29][H:30].[OH-:31].[OH-:33].[Pd+2:32]>>[NH:8]1[CH2:9][CH:10]2[C:11]([CH3:26])([CH2:27][OH:28])[CH2:12][CH2:13][C:14]([OH:17])([c:18]3[c:19]([O:24][CH3:25])[cH:20][cH:21][cH:22][cH:23]3)[CH:15]2[CH2:16]1. Reactants: BrC=1N=C(C(=NC1CC)N[C@H]1[C@H](CC2=CC=CC=C12)O)CC ((1R,2S)-1-[(5-bromo-3,6-diethylpyrazin-2-yl)amino]-2,3-dihydro-1H-inden-2-ol), C(C)C=1C(=NC(=CN1)CC)N[C@@H]1CN(C[C@@H]1O)C(=O)OCC1=CC=CC=C1 (benzyl (3R,4S)-3-[(3,6-diethylpyrazin-2-yl)amino]-4-hydroxypyrrolidine-1-carboxylate). The product is BrC=1N=C(C(=NC1CC)N[C@@H]1CN(C[C@@H]1O)C(=O)OCC1=CC=CC=C1)CC (benzyl (3R,4S)-3-[(5-bromo-3,6-diethylpyrazin-2-yl)amino]-4-hydroxypyrrolidine-1-carboxylate). As a reaction SMILES: [Br:1][C:2]1[N:3]=[C:4]([CH2:21][CH3:22])[C:5]([NH:10][C@@H:11]2[C:19]3C(=CC=CC=3)[CH2:13][C@@H:12]2[OH:20])=[N:6][C:7]=1[CH2:8][CH3:9].C(C1C(N[C@H]2[C@@H](O)C[N:36]([C:40]([O:42][CH2:43][C:44]3[CH:49]=[CH:48][CH:47]=[CH:46][CH:45]=3)=[O:41])C2)=NC(CC)=CN=1)C>>[Br:1][C:2]1[N:3]=[C:4]([CH2:21][CH3:22])[C:5]([NH:10][C@H:11]2[C@@H:12]([OH:20])[CH2:13][N:36]([C:40]([O:42][CH2:43][C:44]3[CH:49]=[CH:48][CH:47]=[CH:46][CH:45]=3)=[O:41])[CH2:19]2)=[N:6][C:7]=1[CH2:8][CH3:9]. Procedure details: Following the procedure for the preparation of (1R,2S)-1-[(5-bromo-3,6-diethylpyrazin-2-yl)amino]-2,3-dihydro-1H-inden-2-ol but substituting benzyl (3R,4S)-3-[(3,6-diethylpyrazin-2-yl)amino]-4-hydroxypyrrolidine-1-carboxylate and making non-critical variations provided the title compound as a oil: 1H NMR (400 MHz, CDCl3) δ) 7.38, 5.16, 4.91, 4.82, 4.59, 4.48, 4.59, 4.48, 4.01, 3.72-3.58, 3.36-3.25, 2.81, 2.69, 2.54, 2.46, 1.31-1.23.